This data is from the Open Reaction Database (ORD), a public repository of structured organic reaction records. The task is: describe an organic reaction: reactants, conditions, products, and yield Starting materials: CC#N, COc1ccc([N+](=O)[O-])c(Cl)n1, [K+], [K+], CC(C)(C)OC(=O)N1CCC(N)CC1, O=C([O-])[O-], CN(C)C=O. The product is COc1ccc([N+](=O)[O-])c(NC2CCN(C(=O)OC(C)(C)C)CC2)n1. As a reaction SMILES: [CH3:33][C:34]#[N:35].[Cl:15][c:16]1[n:17][c:18]([O:25][CH3:26])[cH:19][cH:20][c:21]1[N+:22](=[O:23])[O-:24].[K+:27].[K+:28].[NH2:1][CH:2]1[CH2:3][CH2:4][N:5]([C:8](=[O:9])[O:10][C:11]([CH3:12])([CH3:13])[CH3:14])[CH2:6][CH2:7]1.[O-:29][C:30]([O-:31])=[O:32].[O:36]=[CH:37][N:38]([CH3:39])[CH3:40]>>[NH:1]([CH:2]1[CH2:3][CH2:4][N:5]([C:8](=[O:9])[O:10][C:11]([CH3:12])([CH3:13])[CH3:14])[CH2:6][CH2:7]1)[c:16]1[n:17][c:18]([O:25][CH3:26])[cH:19][cH:20][c:21]1[N+:22](=[O:23])[O-:24]. Starting materials: Cn1cc(C2=C(c3cn(CCCOS(C)(=O)=O)c4ccccc34)C(=O)NC2=O)c2ccccc21, CN(C)C, CCO. Product: Cn1cc(C2=C(c3cn(CCC[N+](C)(C)C)c4ccccc34)C(=O)NC2=O)c2ccccc21, CS(=O)(=O)[O-]. Reaction SMILES: [CH3:1][n:2]1[cH:3][c:4]([C:11]2=[C:15]([c:16]3[cH:17][n:18]([CH2:25][CH2:26][CH2:27][O:28][S:29](=[O:30])(=[O:31])[CH3:32])[c:19]4[cH:20][cH:21][cH:22][cH:23][c:24]34)[C:14](=[O:33])[NH:13][C:12]2=[O:34])[c:5]2[cH:6][cH:7][cH:8][cH:9][c:10]12.[CH3:35][N:36]([CH3:37])[CH3:38].[CH3:39][CH2:40][OH:41]>>[CH3:1][n:2]1[cH:3][c:4]([C:11]2=[C:15]([c:16]3[cH:17][n:18]([CH2:25][CH2:26][CH2:27][N+:36]([CH3:35])([CH3:37])[CH3:38])[c:19]4[cH:20][cH:21][cH:22][cH:23][c:24]34)[C:14](=[O:33])[NH:13][C:12]2=[O:34])[c:5]2[cH:6][cH:7][cH:8][cH:9][c:10]12.[O:28]=[S:29](=[O:30])([O-:31])[CH3:32]. The reactants are FC=1C=C(C(=O)NCC(=O)OCC2=CC=CC=C2)C=CC1[N+](=O)[O-] (benzyl 2-(3-fluoro-4-nitrobenzamido)acetate). The reagents and catalysts are [Pd] (Pd/C). The solvent is CCOC(=O)C (EtOAc). Run at time 20 minute. Product: NC1=C(C=C(C(=O)NCC(=O)O)C=C1)F (2-(4-Amino-3-fluorobenzamido)acetic acid). Yield: 78.3%. Reaction SMILES: [F:1][C:2]1[CH:3]=[C:4]([CH:19]=[CH:20][C:21]=1[N+:22]([O-])=O)[C:5]([NH:7][CH2:8][C:9]([O:11]CC1C=CC=CC=1)=[O:10])=[O:6]>CCOC(C)=O.[Pd]>[NH2:22][C:21]1[CH:20]=[CH:19][C:4]([C:5]([NH:7][CH2:8][C:9]([OH:11])=[O:10])=[O:6])=[CH:3][C:2]=1[F:1]. Procedure: To a solution of benzyl 2-(3-fluoro-4-nitrobenzamido)acetate (200 mg) in EtOAc (10 mL) was added Pd/C (10%, 200 mg) at rt and stirred under the atmosphere of H2 gas for 20 min. Work-up of the reaction mixture as described in example 1 gave product as an off-brown color solid (100 mg, 79%), mp 198-200° C. 1H NMR (400 MHz, DMSO-d6): δ 12.52 (1H, br s), 8.45 (1H, br s), 7.52 (1H, d, J=13.2 Hz), 7.47 (1H, d, J=8.0 Hz), 6.77 (1H, t, J=8.4 Hz), 5.71 (2H, s), 3.87 (2H, d, J=5.2 Hz); 13C NMR (100 MHz, D... The reactants are NC1=NC=C(C=C1[N+](=O)[O-])CC1CCCCC1 (2-amino-3-nitro-5-cyclohexylmethyl-pyridine). The solvent is ClCCl.CO (dichloromethane methanol). Yields the product NC1=NC=C(C=C1[N+](=O)[O-])CC1CCCCC1 (2-amino-3-nitro-5-cyclohexylmethyl-pyridine), NC1=NC=C(C=C1N)CC1CCCCC1 (2,3-Diamino-5-cyclohexylmethylpyridine). As a reaction SMILES: [NH2:1][C:2]1[C:7]([N+:8]([O-:10])=[O:9])=[CH:6][C:5]([CH2:11][CH:12]2[CH2:17][CH2:16][CH2:15][CH2:14][CH2:13]2)=[CH:4][N:3]=1>ClCCl.CO>[NH2:1][C:2]1[C:7]([N+:8]([O-:10])=[O:9])=[CH:6][C:5]([CH2:11][CH:12]2[CH2:13][CH2:14][CH2:15][CH2:16][CH2:17]2)=[CH:4][N:3]=1.[NH2:1][C:2]1[C:7]([NH2:8])=[CH:6][C:5]([CH2:11][CH:12]2[CH2:13][CH2:14][CH2:15][CH2:16][CH2:17]2)=[CH:4][N:3]=1 |f:1.2|. Reported procedure: Similiarly to Example C1, the hydrogenation of 0.365 g of 2-amino-3-nitro-5-cyclohexylmethyl-pyridine (starting material E2) gives 0.29 g of the title compound as a dark powder (after chromatography with dichloromethane/methanol 99:1). The mass spectrum shows the molecular peak MH+ at 205 Da.